This data is from the Open Reaction Database (ORD), a public repository of structured organic reaction records. The task is: describe an organic reaction: reactants, conditions, products, and yield Reactants: CC(C)CN(C(CCCCN)C(=O)O)S(=O)(=O)c1ccc([N+](=O)[O-])cc1, COc1cccc(C=CC(=O)O)c1OC. Product: COc1cccc(C=CC(=O)NCCCCC(C(=O)O)N(CC(C)C)S(=O)(=O)c2ccc([N+](=O)[O-])cc2)c1OC. As a reaction SMILES: [CH2:1]([CH:2]([CH3:3])[CH3:4])[N:5]([CH:6]([CH2:7][CH2:8][CH2:9][CH2:10][NH2:11])[C:12](=[O:13])[OH:14])[S:15](=[O:16])(=[O:17])[c:18]1[cH:19][cH:20][c:21]([N+:24](=[O:25])[O-:26])[cH:22][cH:23]1.[CH3:27][O:28][c:29]1[c:30]([CH:31]=[CH:32][C:33](=[O:34])[OH:35])[cH:36][cH:37][cH:38][c:39]1[O:40][CH3:41]>>[CH2:1]([CH:2]([CH3:3])[CH3:4])[N:5]([CH:6]([CH2:7][CH2:8][CH2:9][CH2:10][NH:11][C:33]([CH:32]=[CH:31][c:30]1[c:29]([O:28][CH3:27])[c:39]([O:40][CH3:41])[cH:38][cH:37][cH:36]1)=[O:34])[C:12](=[O:13])[OH:14])[S:15](=[O:16])(=[O:17])[c:18]1[cH:19][cH:20][c:21]([N+:24](=[O:25])[O-:26])[cH:22][cH:23]1.